This data is from the Open Reaction Database (ORD), a public repository of structured organic reaction records. The task is: describe an organic reaction: reactants, conditions, products, and yield The reactants are COC(C1=C(C=C(C=C1)COC=1C=NC=CC1)OS(=O)(=O)C(F)(F)F)=O (4-(3-pyridyloxymethyl)-2-(trifluoromethanesulfonyloxy)benzoic acid methyl ester), C1(=C(C=CC=C1)B(O)O)C (2-tolyl boronic acid), C(=O)([O-])[O-].[Cs+].[Cs+] (Cs2CO3). Reagents/catalysts: Cl[Pd]([P](C1=CC=CC=C1)(C2=CC=CC=C2)C3=CC=CC=C3)([P](C4=CC=CC=C4)(C5=CC=CC=C5)C6=CC=CC=C6)Cl (PdCl2(PPh3)2). Run in CN(C)C=O (DMF), C(C)(=O)OCC (ethyl acetate). Conditions: temperature 80 celsius. Product: COC(C1=C(C=C(C=C1)COC=1C=NC=CC1)C1=C(C=CC=C1)C)=O (4-(3-pyridyloxymethyl)-2-(2-methylphenyl)benzoic acid methyl ester). Yield: 97.1%. RXN SMILES: [CH3:1][O:2][C:3](=[O:26])[C:4]1[CH:9]=[CH:8][C:7]([CH2:10][O:11][C:12]2[CH:13]=[N:14][CH:15]=[CH:16][CH:17]=2)=[CH:6][C:5]=1OS(C(F)(F)F)(=O)=O.[C:27]1([CH3:36])[CH:32]=[CH:31][CH:30]=[CH:29][C:28]=1B(O)O.C([O-])([O-])=O.[Cs+].[Cs+]>CN(C=O)C.C(OCC)(=O)C.Cl[Pd](Cl)([P](C1C=CC=CC=1)(C1C=CC=CC=1)C1C=CC=CC=1)[P](C1C=CC=CC=1)(C1C=CC=CC=1)C1C=CC=CC=1>[CH3:1][O:2][C:3](=[O:26])[C:4]1[CH:9]=[CH:8][C:7]([CH2:10][O:11][C:12]2[CH:13]=[N:14][CH:15]=[CH:16][CH:17]=2)=[CH:6][C:5]=1[C:28]1[CH:29]=[CH:30][CH:31]=[CH:32][C:27]=1[CH3:36] |f:2.3.4,^1:56,75|. Procedure details: To a solution of 4-(3-pyridyloxymethyl)-2-(trifluoromethanesulfonyloxy)benzoic acid methyl ester (216 mg, 0.55 mmol), prepared as in Example 203C, in 4 mL of DMF at 25° C. was added PdCl2(PPh3)2 (38 mg, 0.055 mmol, 10 mol %) followed by 2-tolyl boronic acid (113 mg, 0.83 mmol) and Cs2CO3 (270 mg, 0.83 mmol) and the reaction was heated to 80° C. for 12 hours. The reaction was then cooled to ambient temperature, taken up in 50 mL ethyl acetate, and washed with H2O (5×10 mL). The organic phase was ... Run at time 8 hour. The product is COC(=O)C1(CC1)C1=C(C(=NO1)C1=CC=C(C=C1)O[Si](C)(C)C(C)(C)C)C1=CC=CC=C1 (1-{3-[4-(tert-butyl-dimethyl-silanyloxy)-phenyl]-4-phenyl-isoxazol-5-yl}-cyclopropanecarboxylic acid methyl ester). The yield is 99.4%. Procedure details: Imidazole (2.1 g) is added to a solution consisting of the 1-[3-(4-hydroxy-phenyl)-4-phenyl-isoxazol-5-yl]-cyclopropanecarboxylic acid methyl ester (9.6 g) and tert-butyldimethylsilyl chloride (4.7 g) in THF (100 mL). The reaction mixture is stirred at room temperature overnight. Brine solution is added and the reaction mixture is twice extracted with ethyl acetate. The combined extracts are dried and concentrated. Repeated concentration from hexane and then pentane gave 1-{3-[4-(tert-butyl-dime... Starting materials: N1C=NC=C1 (Imidazole), COC(=O)C1(CC1)C1=C(C(=NO1)C1=CC=C(C=C1)O)C1=CC=CC=C1 (1-[3-(4-hydroxy-phenyl)-4-phenyl-isoxazol-5-yl]-cyclopropanecarboxylic acid methyl ester), [Si](C)(C)(C(C)(C)C)Cl (tert-butyldimethylsilyl chloride). As a reaction SMILES: N1C=CN=C1.[CH3:6][O:7][C:8]([C:10]1([C:13]2[O:17][N:16]=[C:15]([C:18]3[CH:23]=[CH:22][C:21]([OH:24])=[CH:20][CH:19]=3)[C:14]=2[C:25]2[CH:30]=[CH:29][CH:28]=[CH:27][CH:26]=2)[CH2:12][CH2:11]1)=[O:9].[Si:31](Cl)([C:34]([CH3:37])([CH3:36])[CH3:35])([CH3:33])[CH3:32]>C1COCC1.[Cl-].[Na+].O>[CH3:6][O:7][C:8]([C:10]1([C:13]2[O:17][N:16]=[C:15]([C:18]3[CH:23]=[CH:22][C:21]([O:24][Si:31]([C:34]([CH3:37])([CH3:36])[CH3:35])([CH3:33])[CH3:32])=[CH:20][CH:19]=3)[C:14]=2[C:25]2[CH:30]=[CH:29][CH:28]=[CH:27][CH:26]=2)[CH2:11][CH2:12]1)=[O:9] |f:4.5.6|. The solvent is C1CCOC1 (THF), [Cl-].[Na+].O (Brine). Starting materials: CN(C)C1(c2ccccc2)CCC(=O)CC1, CC(=O)O, [Na+], [Na+], O=S(=O)([O-])[O-], C1CCOC1, Cc1noc(C(N)Cc2c[nH]c3ccccc23)n1. Yields the product Cc1noc(C(Cc2c[nH]c3ccccc23)NC2CCC(c3ccccc3)(N(C)C)CC2)n1. As a reaction SMILES: [CH3:19][N:20]([C:21]1([c:28]2[cH:29][cH:30][cH:31][cH:32][cH:33]2)[CH2:22][CH2:23][C:24](=[O:27])[CH2:25][CH2:26]1)[CH3:34].[CH3:42][C:43](=[O:44])[OH:45].[Na+:35].[Na+:36].[O-:37][S:38](=[O:39])(=[O:40])[O-:41].[O:46]1[CH2:47][CH2:48][CH2:49][CH2:50]1.[nH:1]1[cH:2][c:3]([CH2:10][CH:11]([NH2:12])[c:13]2[n:14][c:15]([CH3:18])[n:16][o:17]2)[c:4]2[cH:5][cH:6][cH:7][cH:8][c:9]12>>[nH:1]1[cH:2][c:3]([CH2:10][CH:11]([NH:12][CH:24]2[CH2:23][CH2:22][C:21]([N:20]([CH3:19])[CH3:34])([c:28]3[cH:29][cH:30][cH:31][cH:32][cH:33]3)[CH2:26][CH2:25]2)[c:13]2[n:14][c:15]([CH3:18])[n:16][o:17]2)[c:4]2[cH:5][cH:6][cH:7][cH:8][c:9]12. Reactants: [H-].[Na+] (sodium hydride), C(CCC)C=1NC2=C(N1)C=CC=C2 (2-n-butylbenzimidazole), BrCC1=CC=C(C=C1)C1=C(C#N)C=CC(=C1)Cl (2-(4-bromomethylphenyl)-4-chlorobenzonitrile). The solvent is CN(C=O)C (dimethylformamide), CN(C=O)C (dimethylformamide). Conditions: time 30 minute. The product is C(CCC)C1=NC2=C(N1CC1=CC=C(C=C1)C1=C(C=CC(=C1)Cl)C#N)C=CC=C2 (2-n-Butyl-1-{(5'-chloro-2'-cyanobiphenyl-4-yl)methyl]benzimidazole). As a reaction SMILES: [CH2:1]([C:5]1[NH:6][C:7]2[CH:13]=[CH:12][CH:11]=[CH:10][C:8]=2[N:9]=1)[CH2:2][CH2:3][CH3:4].[H-].[Na+].Br[CH2:17][C:18]1[CH:23]=[CH:22][C:21]([C:24]2[CH:31]=[C:30]([Cl:32])[CH:29]=[CH:28][C:25]=2[C:26]#[N:27])=[CH:20][CH:19]=1>CN(C)C=O>[CH2:1]([C:5]1[N:6]([CH2:17][C:18]2[CH:23]=[CH:22][C:21]([C:24]3[CH:31]=[C:30]([Cl:32])[CH:29]=[CH:28][C:25]=3[C:26]#[N:27])=[CH:20][CH:19]=2)[C:7]2[CH:13]=[CH:12][CH:11]=[CH:10][C:8]=2[N:9]=1)[CH2:2][CH2:3][CH3:4] |f:1.2|. Reported procedure: 522 g of 2-n-butylbenzimidazole was dissolved in 10 ml of dimethylformamide and dropwise added to 130 g of sodium hydride. The mixture was stirred at room temperature for 30 min, and 920 mg of 2-(4-bromomethylphenyl)-4-chlorobenzonitrile dissolved in 10 ml of dimethylformamide was dropwise added thereto. The mixture was stirred at room temperature for 10 min, and the reaction mixture was filtered. The filtrate was concentrated and water and ethyl acetate were added to the residue. The organic ph... Reactants: Cl.CNC1CS(CC1)(=O)=O (N-methyltetrahydro-3-thiophenamine 1,1-dioxide hydrochloride), O (water), C=O (paraformaldehyde), P(O)(O)O (orthophosphorous acid). Run in C(C)O (ethanol). Product: CN(C1CS(CC1)(=O)=O)CP(=O)(O)O (Tetrahydro-N-methyl-N-(phosphonomethyl)-3-thiophenamine 1,1-dioxide). The yield is 86.3%. Reaction SMILES: Cl.[CH3:2][NH:3][CH:4]1[CH2:8][CH2:7][S:6](=[O:10])(=[O:9])[CH2:5]1.[CH2:11]=O.[P:13]([OH:16])([OH:15])[OH:14].O>C(O)C>[CH3:2][N:3]([CH2:11][P:13]([OH:16])([OH:15])=[O:14])[CH:4]1[CH2:8][CH2:7][S:6](=[O:10])(=[O:9])[CH2:5]1 |f:0.1|. Reported procedure: A mixture of N-methyltetrahydro-3-thiophenamine 1,1-dioxide hydrochloride (37.2 parts, 0.20 mole); 90 percent paraformaldehyde (6.8 parts, 0.22 mole); orthophosphorous acid (18.0 parts, 0.22 mole); and water (30 parts) was heated at its reflux temperature for 3 hours. After cooling, the solution was stirred into ethanol (150 ml.) and the sticky, white precipitate was triturated under more ethanol. After being dried in vacuo over P2O5 the product weighed 42.0 g. (86.3 percent yield). m.p. 222°-22... The reactants are ClCC(=O)C1CCN(CC1)C(=O)OCC1=CC=CC=C1 (4-(2-chloroacetyl)-N-carbobenzoxypiperidine), Cl (HCl), N1=CC=C(C=C1)C(CC1=CC(=CC=C1)C(F)(F)F)=O (1-(pyridin-4-yl)-1-oxo-2-(3-trifluoromethylphenyl)ethane), [H-].[Na+] (NaH), C(=O)([O-])[O-].[Na+].[Na+] (Na2CO3). The solvent is CS(=O)C (DMSO), CS(=O)C (DMSO). Run at time 1 hour. The product is N1=CC=C(C=C1)C(C(CC(C1CCN(CC1)C(=O)OCC1=CC=CC=C1)=O)C1=CC(=CC=C1)C(F)(F)F)=O (1-(pyridin-4-yl)-1-oxo-2-(3-trifluoromethylphenyl)-4-oxo-4-(N-carbobenzoxypiperidin-4-yl)butane). As a reaction SMILES: [N:1]1[CH:6]=[CH:5][C:4]([C:7](=[O:19])[CH2:8][C:9]2[CH:14]=[CH:13][CH:12]=[C:11]([C:15]([F:18])([F:17])[F:16])[CH:10]=2)=[CH:3][CH:2]=1.[H-].[Na+].Cl[CH2:23][C:24]([CH:26]1[CH2:31][CH2:30][N:29]([C:32]([O:34][CH2:35][C:36]2[CH:41]=[CH:40][CH:39]=[CH:38][CH:37]=2)=[O:33])[CH2:28][CH2:27]1)=[O:25].Cl.C([O-])([O-])=O.[Na+].[Na+]>CS(C)=O>[N:1]1[CH:2]=[CH:3][C:4]([C:7](=[O:19])[CH:8]([C:9]2[CH:14]=[CH:13][CH:12]=[C:11]([C:15]([F:17])([F:18])[F:16])[CH:10]=2)[CH2:23][C:24](=[O:25])[CH:26]2[CH2:31][CH2:30][N:29]([C:32]([O:34][CH2:35][C:36]3[CH:37]=[CH:38][CH:39]=[CH:40][CH:41]=3)=[O:33])[CH2:28][CH2:27]2)=[CH:5][CH:6]=1 |f:1.2,5.6.7|. Procedure details: Under Ar, a solution of 33 (5.2 g, 19.6 mmol) in DMSO (65 mL) was stirred at room temperature and treated with 95% NaH (0.58 g, 22.8 mmol). After 1 h, a solution of 5 (5.8 g, 19.6 mmol) in DMSO (25 mL) was added dropwise. After 18 h, the reaction was poured into 2N HCl (100 mL) and then basified with saturated Na2CO3 and then extracted with EtOAc (3×). The combined EtOAc extracts were backwashed with H2O, brine, dried, filtered and concentrated to dryness. The residue was chromatographed on a St...